Dataset: the Open Reaction Database (ORD), a public repository of structured organic reaction records. Task: describe an organic reaction: reactants, conditions, products, and yield Product: C(CC)NC(=O)NC1=CC=CC=C1 (N-Propyl-N'-phenylurea), CNC1=CC(N(C(N1C1=CC=CC=C1)=O)CCC)=O (6-methylamino-1-phenyl-3-propyluracil). Reactants: C1(=CC=CC=C1)N=C=O (phenyl isocyanate), C(CC)N (propylamine), NC(=O)N (urea), C(#N)CC(=O)O (cyanoacetic acid), NC1=CC(N(C(N1C1=CC=CC=C1)=O)CCC)=O (6-amino-1-phenyl-3-propyluracil). Reported procedure: N-Propyl-N'-phenylurea was prepared preliminarily from phenyl isocyanate and propylamine by the same procedure as in Reference Example 1. The urea compound as the starting material was reacted with cyanoacetic acid to form a uracil ring. Subsequently, 6-amino-1-phenyl-3-propyluracil was treated as in Reference Example 2 so that the substituent amino group at the 6-position was converted to a methylamino group to yield 6-methylamino-1-phenyl-3-propyluracil. Using sodium nitrite a nitroso group wa... Reaction SMILES: [C:1]1([N:7]=[C:8]=[O:9])[CH:6]=[CH:5][CH:4]=[CH:3][CH:2]=1.C(N)CC.NC(N)=O.C(CC(O)=O)#N.N[C:25]1[N:30]([C:31]2[CH:36]=[CH:35][CH:34]=[CH:33][CH:32]=2)[C:29](=[O:37])[N:28]([CH2:38][CH2:39][CH3:40])[C:27](=[O:41])[CH:26]=1>>[CH2:27]([NH:28][C:29]([NH:30][C:31]1[CH:36]=[CH:35][CH:34]=[CH:33][CH:32]=1)=[O:37])[CH2:26][CH3:25].[CH3:29][NH:30][C:25]1[N:7]([C:1]2[CH:6]=[CH:5][CH:4]=[CH:3][CH:2]=2)[C:8](=[O:9])[N:28]([CH2:38][CH2:39][CH3:40])[C:27](=[O:41])[CH:26]=1. Reactants: CCOC(=O)N1CCNCC1, ClC(Cl)Cl, CC(C)c1ccc2c(c1)C(Cl)Cc1ccc(F)cc1S2. Product: CC(C)c1ccc2c(c1)C(N1CCNCC1)Cc1ccc(F)cc1S2. Reaction SMILES: [CH2:21]([O:22][C:23](=[O:24])[N:26]1[CH2:27][CH2:28][NH:29][CH2:30][CH2:31]1)[CH3:25].[CH:32]([Cl:33])([Cl:34])[Cl:35].[Cl:1][CH:2]1[CH2:3][c:4]2[c:5]([cH:16][c:17]([F:20])[cH:18][cH:19]2)[S:6][c:7]2[c:8]1[cH:9][c:10]([CH:13]([CH3:14])[CH3:15])[cH:11][cH:12]2>>[CH:2]1([N:26]2[CH2:27][CH2:28][NH:29][CH2:30][CH2:31]2)[CH2:3][c:4]2[c:5]([cH:16][c:17]([F:20])[cH:18][cH:19]2)[S:6][c:7]2[c:8]1[cH:9][c:10]([CH:13]([CH3:14])[CH3:15])[cH:11][cH:12]2. The reactants are ClC=1C=C(C2=C(C(OC(=N2)C=2C(=NN(C2)C)C2=C(C=CC=C2)Cl)=O)C1)C (6-chloro -2-[3 -(2-chlorophenyl)-1-methyl-1H-pyrazol-4-yl]-8-methyl-4H-3,1-benzoxazine-4-one), O.NN (hydrazine monohydrate), CN1C(CCC1)=O (N-methylpyrrolidinone). The solvent is O (Water). Conditions: time 8 hour. Product: ClC1=CC(=C(C(=C1)C)NC(=O)C=1C(=NN(C1)C)C1=C(C=CC=C1)Cl)C(=O)NN (N-[4-chloro-2-(hydrazinocarbonyl)-6-methylphenyl]-3-(2-chlorophenyl)-1-methyl-1H-pyrazole-4-carboxamide). Isolated yield 87.5%. RXN SMILES: [Cl:1][C:2]1[CH:3]=[C:4]([CH3:26])[C:5]2[N:10]=[C:9]([C:11]3[C:12]([C:17]4[CH:22]=[CH:21][CH:20]=[CH:19][C:18]=4[Cl:23])=[N:13][N:14]([CH3:16])[CH:15]=3)[O:8][C:7](=O)[C:6]=2[CH:25]=1.[OH2:27].[NH2:28][NH2:29].CN1CCCC1=O>O>[Cl:1][C:2]1[CH:3]=[C:4]([CH3:26])[C:5]([NH:10][C:9]([C:11]2[C:12]([C:17]3[CH:22]=[CH:21][CH:20]=[CH:19][C:18]=3[Cl:23])=[N:13][N:14]([CH3:16])[CH:15]=2)=[O:8])=[C:6]([C:7]([NH:28][NH2:29])=[O:27])[CH:25]=1 |f:1.2|. Reported procedure: After 0.19 g of 6-chloro -2-[3 -(2-chlorophenyl)-1-methyl-1H-pyrazol-4-yl]-8-methyl-4H-3,1-benzoxazine-4-one, 0.10 g of hydrazine monohydrate and 10 ml of N-methylpyrrolidinone were mixed under ice-cooling, the mixture was stirred at room temperature for 8 hours. Water was poured into the reaction mixture, and the mixture was extracted with ethyl acetate. The organic layer was washed with water, dried over anhydrous sodium sulfate, and concentrated under reduced pressure to obtain 0.18 g of N-[4... Reactants: CN(C=C(C(=O)C1=CC=CC=C1)C1=CC=C(C=C1)F)C (3-(dimethylamino)-2-(4-fluorophenyl)-1-phenyl-2-propen-1-one), Cl.N(N)CC(=O)OCC (ethyl hydrazinoacetate hydrochloride). The solvent is COC(C)(C)C (methyl-t-butyl ether). Product: FC1=CC=C(C=C1)C=1C=NN(C1C1=CC=CC=C1)CC(=O)OCC (Ethyl 4-(4-fluorophenyl)-5-phenyl-1H-pyrazole-1-acetate). Yield: 95.7%. Reaction SMILES: C[N:2](C)[CH:3]=[C:4]([C:13]1[CH:18]=[CH:17][C:16]([F:19])=[CH:15][CH:14]=1)[C:5]([C:7]1[CH:12]=[CH:11][CH:10]=[CH:9][CH:8]=1)=O.Cl.[NH:22]([CH2:24][C:25]([O:27][CH2:28][CH3:29])=[O:26])N>COC(C)(C)C>[F:19][C:16]1[CH:17]=[CH:18][C:13]([C:4]2[CH:3]=[N:2][N:22]([CH2:24][C:25]([O:27][CH2:28][CH3:29])=[O:26])[C:5]=2[C:7]2[CH:12]=[CH:11][CH:10]=[CH:9][CH:8]=2)=[CH:14][CH:15]=1 |f:1.2|. Procedure: Following the procedure of example 1B, 13.8 g (0.0645 mol) of 2-(4-fluorophenyl)-1-phenylethanone was reacted with 20 mL of dimethyl formamide dimethyl acetal to yield 13.6 g of 3-(dimethylamino)-2-(4-fluorophenyl)-1-phenyl-2-propen-1-one, mp 115°-116° from isopropyl acetate. The enamine (10.5 g, 0.039 mol) was reacted with 6.03 g (0 039 mol) of ethyl hydrazinoacetate hydrochloride to yield 12.1 g of product mp 86°-87° C. from methyl-t-butyl ether. The reactants are CC(C)n1nc(Br)c2ccc(CO)cc2c1=O, C1CCOC1, CI, [H-], [Na+]. Product: COCc1ccc2c(Br)nn(C(C)C)c(=O)c2c1. Reaction SMILES: [Br:1][c:2]1[n:3][n:4]([CH:15]([CH3:16])[CH3:17])[c:5](=[O:14])[c:6]2[cH:7][c:8]([CH2:12][OH:13])[cH:9][cH:10][c:11]12.[CH2:22]1[O:23][CH2:24][CH2:25][CH2:26]1.[CH3:20][I:21].[H-:19].[Na+:18]>>[Br:1][c:2]1[n:3][n:4]([CH:15]([CH3:16])[CH3:17])[c:5](=[O:14])[c:6]2[cH:7][c:8]([CH2:12][O:13][CH3:20])[cH:9][cH:10][c:11]12. Reactants: ClCC=1C(=NC=C(C1)C)SC(C)C (3-Chloromethyl-2-isopropylsulfanyl-5-methyl-pyridine), COC(CCC1=CC=C(C=C1)O)=O (3-(4-hydroxy-phenyl)-propionic acid methyl ester). The product is C(C)(C)SC1=NC=C(C=C1COC1=CC=C(C=C1)CCC(=O)O)C (3-[4-(2-isopropylsulfanyl-5-methyl-pyridin-3-ylmethoxy)-phenyl]-propionic acid). Yield: 55.0%. RXN SMILES: Cl[CH2:2][C:3]1[C:4]([S:10][CH:11]([CH3:13])[CH3:12])=[N:5][CH:6]=[C:7]([CH3:9])[CH:8]=1.C[O:15][C:16](=[O:26])[CH2:17][CH2:18][C:19]1[CH:24]=[CH:23][C:22]([OH:25])=[CH:21][CH:20]=1>>[CH:11]([S:10][C:4]1[C:3]([CH2:2][O:25][C:22]2[CH:21]=[CH:20][C:19]([CH2:18][CH2:17][C:16]([OH:26])=[O:15])=[CH:24][CH:23]=2)=[CH:8][C:7]([CH3:9])=[CH:6][N:5]=1)([CH3:13])[CH3:12]. Reported procedure: 3-Chloromethyl-2-isopropylsulfanyl-5-methyl-pyridine (0.052 g, 0.24 mmol) obtained in Step D of Preparation Example 30 and 3-(4-hydroxy-phenyl)-propionic acid methyl ester (0.043 g, 0.24 mol) obtained in Preparation Example 4 were used to react sequentially in the same manner as in Steps A and B of Example 1 to obtain the title compound (55%). The reactants are Cl.CNOC (N,O-dimethylhydroxylamine hydrochloride), C[Al](C)C (AlMe3), C1(=CC=CC=C1)CCC(=O)OC (Methyl 3-phenylpropanoate). Solvent: C1(=CC=CC=C1)C (toluene), C1(=CC=CC=C1)C (toluene). Run at time 1 hour. Yields the product CON(C(CCC1=CC=CC=C1)=O)C (N-Methoxy-N-methyl-3-phenylpropanamide), oil. Yield: 97.0%. Reaction SMILES: Cl.[CH3:2][NH:3][O:4][CH3:5].C[Al](C)C.[C:10]1([CH2:16][CH2:17][C:18]([O:20]C)=O)[CH:15]=[CH:14][CH:13]=[CH:12][CH:11]=1>C1(C)C=CC=CC=1>[CH3:5][O:4][N:3]([CH3:2])[C:18](=[O:20])[CH2:17][CH2:16][C:10]1[CH:11]=[CH:12][CH:13]=[CH:14][CH:15]=1 |f:0.1|. Procedure: Following a procedure of Trost (Trost, B. M. et al., J. Am. Chem. Soc. 128, 6745-6754 (2006)); to a slurry of N,O-dimethylhydroxylamine hydrochloride (4.91 g, 50.4 mmol, 2.1 eq.) in toluene (50 ml) at −10° C. was added AlMe3 (2 M in hexanes, 25.2 ml, 50.4 mmol, 2.1 eq.) dropwise. After addition, the mixture was allowed to warm to r.t. and stirred for 1 h. The mixture was cooled to −5° C. and a solution of methyl 3-phenylpropanoate 82 (3.94 g, 24.0 mmol, 1 eq.) in toluene (40 ml) was added dropwi...